describe an organic reaction: reactants, conditions, products, and yield From a dataset of the Open Reaction Database (ORD), a public repository of structured organic reaction records. Reactants: 10, C(C)(=O)O[C@@H]1CC2=C(C[C@H]3[C@@H]4CC[C@H]([C@@H](CCCC(C)C)C)[C@]4(CC[C@@H]3[C@]2(CC1)C)C)CCl (3β-acetoxy-6-(chloromethyl)cholest-5-ene), C(CCC)NCCCC (dibutylamine), amine. Product: C(C)(=O)O[C@@H]1CC2=C(C[C@H]3[C@@H]4CC[C@H]([C@@H](CCCC(C)C)C)[C@]4(CC[C@@H]3[C@]2(CC1)C)C)CN(CCCC)CCCC (3β-acetoxy-6-(dibutylaminomethyl)cholest-5-ene). Reaction SMILES: [C:1]([O:4][C@H:5]1[CH2:29][CH2:28][C@@:27]2([CH3:30])[C:7](=[C:8]([CH2:32]Cl)[CH2:9][C@@H:10]3[C@@H:26]2[CH2:25][CH2:24][C@@:23]2([CH3:31])[C@H:11]3[CH2:12][CH2:13][C@@H:14]2[C@H:15]([CH3:22])[CH2:16][CH2:17][CH2:18][CH:19]([CH3:21])[CH3:20])[CH2:6]1)(=[O:3])[CH3:2].[CH2:34]([NH:38][CH2:39][CH2:40][CH2:41][CH3:42])[CH2:35][CH2:36][CH3:37]>>[C:1]([O:4][C@H:5]1[CH2:29][CH2:28][C@@:27]2([CH3:30])[C:7](=[C:8]([CH2:32][N:38]([CH2:39][CH2:40][CH2:41][CH3:42])[CH2:34][CH2:35][CH2:36][CH3:37])[CH2:9][C@@H:10]3[C@@H:26]2[CH2:25][CH2:24][C@@:23]2([CH3:31])[C@H:11]3[CH2:12][CH2:13][C@@H:14]2[C@H:15]([CH3:22])[CH2:16][CH2:17][CH2:18][CH:19]([CH3:21])[CH3:20])[CH2:6]1)(=[O:3])[CH3:2]. Procedure: A mixture of 10 parts of 3β-acetoxy-6-(chloromethyl)cholest-5-ene and 8 parts of dibutylamine is heated at 90°-95° for 3 hours, whereupon excess amine is removed by vacuum distillation and the residue is extracted with hexane. The extract is washed with water, dried over anhydrous sodium sulfate, and stripped of solvent by vacuum distillation, affording 3β-acetoxy-6-(dibutylaminomethyl)cholest-5-ene as the residue. Reactants: N#Cc1c[nH]c(C(=O)Nc2ccc(C3CCNCC3)cc2C2=CCCCC2)n1, C=CC#N, CO, ClCCCl, O=C(O)C(F)(F)F. As a reaction SMILES: [C:8]1([c:14]2[c:15]([NH:26][C:27](=[O:28])[c:29]3[nH:30][cH:31][c:32]([C:34]#[N:35])[n:33]3)[cH:16][cH:17][c:18]([CH:20]3[CH2:21][CH2:22][NH:23][CH2:24][CH2:25]3)[cH:19]2)=[CH:9][CH2:10][CH2:11][CH2:12][CH2:13]1.[CH2:36]=[CH:37][C:38]#[N:39].[CH3:40][OH:41].[Cl:42][CH2:43][CH2:44][Cl:45].[F:1][C:2]([C:3](=[O:4])[OH:5])([F:6])[F:7]>>[C:8]1([c:14]2[c:15]([NH:26][C:27](=[O:28])[c:29]3[nH:30][cH:31][c:32]([C:34]#[N:35])[n:33]3)[cH:16][cH:17][c:18]([CH:20]3[CH2:21][CH2:22][N:23]([CH2:36][CH2:37][C:38]#[N:39])[CH2:24][CH2:25]3)[cH:19]2)=[CH:9][CH2:10][CH2:11][CH2:12][CH2:13]1.[F:1][C:2]([C:3](=[O:4])[OH:5])([F:6])[F:7]. Product: N#CCCN1CCC(c2ccc(NC(=O)c3nc(C#N)c[nH]3)c(C3=CCCCC3)c2)CC1, O=C(O)C(F)(F)F. Reactants: NC1C2=C(OCC3=C1C=CC=C3)C=CC(=C2)C(=O)O (6,11-dihydro-11-aminodibenz[b,e]oxepin-2-carboxylic acid), anhydride, C(=O)O (formic acid). Conditions: time 1 hour. The product is C(=O)NC1C2=C(OCC3=C1C=CC=C3)C=CC(=C2)C(=O)O (6,11-Dihydro-11-formamidodibenz[b,e]oxepin-2-carboxylic Acid). RXN SMILES: [NH2:1][CH:2]1[C:8]2[CH:9]=[CH:10][CH:11]=[CH:12][C:7]=2[CH2:6][O:5][C:4]2[CH:13]=[CH:14][C:15]([C:17]([OH:19])=[O:18])=[CH:16][C:3]1=2.[CH:20](O)=[O:21]>>[CH:20]([NH:1][CH:2]1[C:8]2[CH:9]=[CH:10][CH:11]=[CH:12][C:7]=2[CH2:6][O:5][C:4]2[CH:13]=[CH:14][C:15]([C:17]([OH:19])=[O:18])=[CH:16][C:3]1=2)=[O:21]. Procedure: Add to a mixture of 1.77 gm. (5 mmole) of 6,11-dihydro-11-aminodibenz[b,e]oxepin-2-carboxylic acid in 5 ml. of 90% formic acid, 1.5 gm. of aceticformic anhydride* at 10° C. with stirring. After 1 hour allow the mixture to warm to room temperature and continue stirring for 3 hours. Remove the volatiles by evaporation in vacuo to obtain the title product.